Dataset: the Open Reaction Database (ORD), a public repository of structured organic reaction records. Task: describe an organic reaction: reactants, conditions, products, and yield Reactants: O(C1=CC=CC=C1)C1=CC=C(C(=O)Cl)C=C1 (p-Phenoxybenzoyl chloride), NCCCCCCN (hexamethylene diamine), [OH-].[Na+] (sodium hydroxide), O (water). The solvent is denatured alcohol, CC(=O)N(C)C (DMAc), CC(=O)N(C)C (DMAc). Run at temperature 100 celsius, time 8 hour. Product: O(C1=CC=CC=C1)C1=CC=C(C(=O)NCCCCCCNC(C2=CC=C(C=C2)OC2=CC=CC=C2)=O)C=C1 (1,6-bis-(4-phenoxybenzamido)-n-hexane). The yield is 74.0%. As a reaction SMILES: [O:1]([C:8]1[CH:16]=[CH:15][C:11]([C:12](Cl)=[O:13])=[CH:10][CH:9]=1)[C:2]1[CH:7]=[CH:6][CH:5]=[CH:4][CH:3]=1.[NH2:17][CH2:18][CH2:19][CH2:20][CH2:21][CH2:22][CH2:23][NH2:24].[OH-:25].[Na+].[OH2:27]>CC(N(C)C)=O>[O:1]([C:8]1[CH:16]=[CH:15][C:11]([C:12]([NH:17][CH2:18][CH2:19][CH2:20][CH2:21][CH2:22][CH2:23][NH:24][C:12](=[O:27])[C:11]2[CH:10]=[CH:9][C:8]([O:25][C:3]3[CH:2]=[CH:7][CH:6]=[CH:5][CH:4]=3)=[CH:16][CH:15]=2)=[O:13])=[CH:10][CH:9]=1)[C:2]1[CH:7]=[CH:6][CH:5]=[CH:4][CH:3]=1 |f:2.3|. Procedure details: p-Phenoxybenzoyl chloride (36.77 g, 0.158 mole) was added at room temperature to a stirred solution of hexamethylene diamine (8.75 g, 0.075 mole) in DMAc (230 mL). The temperature of the reaction mixture rose to about 75° C. and a white precipitate formed. After standing overnight the mixture was heated at 100° C. for 1 hour, allowed to cool then poured into a stirred mixture of 200 mL sodium hydroxide (1N) and water (1 L). The product 1,6-bis-(4-phenoxybenzamido)-n-hexane (28.3 g, 74% yield) wa... Reaction conditions: time 40 minute. Starting materials: [H-].C(C(C)C)[Al+]CC(C)C (diisobutylaluminium hydride), BrC1=CN2C(S1)=C(N=C2)C(=O)OCC (ethyl 2-bromoimidazo[5,1-b] thiazole-7-carboxylate), C(=O)([O-])C(O)C(O)C(=O)[O-].[Na+].[K+] (potassium sodium tartrate). RXN SMILES: [Br:1][C:2]1[S:6][C:5]2=[C:7]([C:10](OCC)=[O:11])[N:8]=[CH:9][N:4]2[CH:3]=1.[H-].C([Al+]CC(C)C)C(C)C.C(C(C(C([O-])=O)O)O)([O-])=O.[Na+].[K+]>C1(C)C=CC=CC=1>[Br:1][C:2]1[S:6][C:5]2=[C:7]([CH2:10][OH:11])[N:8]=[CH:9][N:4]2[CH:3]=1 |f:1.2,3.4.5|. Reported procedure: A solution of ethyl 2-bromoimidazo[5,1-b] thiazole-7-carboxylate (52 mg, 0.19 mmol) in toluene (7 ml) was cooled to −78° C. A toluene solution of diisobutylaluminium hydride (1.01 M solution; 0.65 ml, 0.64 mmol) was added dropwise to the cooled solution, and the mixture was stirred at the same temperature for 40 min. After the completion of the reaction, a saturated aqueous potassium sodium tartrate solution was added thereto, and the mixture was stirred at room temperature for one hr and was ex... The solvent is C1(=CC=CC=C1)C (toluene), C1(=CC=CC=C1)C (toluene). Isolated yield 99.4%. The product is BrC1=CN2C(S1)=C(N=C2)CO (2-bromo-7-hydroxymethylimidazo[5,1-b]thiazole). Reactants: FC(F)(F)CCBr, CN(C)C=O, [H-], N#CC(C#N)Cc1ccc([N+](=O)[O-])cc1, [Na+]. Product: N#CC(C#N)(CCC(F)(F)F)Cc1ccc([N+](=O)[O-])cc1. Reaction SMILES: [Br:18][CH2:19][CH2:20][C:21]([F:22])([F:23])[F:24].[CH3:25][N:26]([CH3:27])[CH:28]=[O:29].[H-:16].[N+:1](=[O:2])([O-:3])[c:4]1[cH:5][cH:6][c:7]([CH2:8][CH:9]([C:10]#[N:11])[C:12]#[N:13])[cH:14][cH:15]1.[Na+:17]>>[N+:1](=[O:2])([O-:3])[c:4]1[cH:5][cH:6][c:7]([CH2:8][C:9]([C:10]#[N:11])([C:12]#[N:13])[CH2:19][CH2:20][C:21]([F:22])([F:23])[F:24])[cH:14][cH:15]1. The reactants are C(C)(C)(C)OC(=O)N1CCC(=CC1)C1=C(C=C(C=C1)Cl)C(=O)OC (4-(4-chloro-2-methoxycarbonyl-phenyl)-3,6-dihydro-2H-pyridine-1-carboxylic acid tert-butyl ester), [H][H] (hydrogen). The reagents and catalysts are O=[Pt]=O (PtO2). The solvent is CCO.CC(=O)O (EtOH AcOH). Yields the product C(C)(C)(C)OC(=O)N1CCC(CC1)C1=C(C=C(C=C1)Cl)C(=O)OC (4-(4-chloro-2-methoxycarbonyl-phenyl)-piperidine-1-carboxylic acid tert-butyl ester), oil. Isolated yield 93.0%. RXN SMILES: [C:1]([O:5][C:6]([N:8]1[CH2:13][CH:12]=[C:11]([C:14]2[CH:19]=[CH:18][C:17]([Cl:20])=[CH:16][C:15]=2[C:21]([O:23][CH3:24])=[O:22])[CH2:10][CH2:9]1)=[O:7])([CH3:4])([CH3:3])[CH3:2].[H][H]>O=[Pt]=O.CCO.CC(O)=O>[C:1]([O:5][C:6]([N:8]1[CH2:9][CH2:10][CH:11]([C:14]2[CH:19]=[CH:18][C:17]([Cl:20])=[CH:16][C:15]=2[C:21]([O:23][CH3:24])=[O:22])[CH2:12][CH2:13]1)=[O:7])([CH3:4])([CH3:3])[CH3:2] |f:3.4|. Reported procedure: Compound 4-3 (2.73 g, 7.76 mmol), EtOH/AcOH (1:1, 60 mL) and PtO2 (0.895 g) were shaken in a Parr apparatus (15 psig of hydrogen) for 10 hrs. The reaction mixture was filtered thru Celite®, washing with ethanol. The solution was concentrated, and the residue was diluted with dichloromethane and washed with saturated NaHCO3. The aqueous layer was again extracted with dichloromethane, and the combined organic layers were dried over anhydrous Na2SO4, filtered and concentrated. The product was purif... Starting materials: C1(=CC(=CC=C1)NC=C1C(OC(OC1=O)(C)C)=O)C1=CC=CC=C1 (5-(Biphenyl-3-ylaminomethylene)-2,2-dimethyl-[1,3]dioxane-4,6-dione). Run in C1=CC=C(C=C1)C2=CC=CC=C2.C1=CC=C(C=C1)OC2=CC=CC=C2 (DOWTHERM A), C1=CC=C(C=C1)C2=CC=CC=C2.C1=CC=C(C=C1)OC2=CC=CC=C2 (DOWTHERM A). Reaction conditions: temperature 100 celsius, time 90 minute. The product is C1(=CC=CC=C1)C1=CC=C2C(=CC=NC2=C1)O (7-phenylquinolin-4-ol). Yield: 96.7%. Reaction SMILES: [C:1]1([C:19]2[CH:24]=[CH:23][CH:22]=[CH:21][CH:20]=2)[CH:6]=[CH:5][CH:4]=[C:3]([NH:7][CH:8]=[C:9]2[C:14](=[O:15])OC(C)(C)OC2=O)[CH:2]=1>C1C=CC(C2C=CC=CC=2)=CC=1.C1C=CC(OC2C=CC=CC=2)=CC=1>[C:19]1([C:1]2[CH:2]=[C:3]3[C:4]([C:14]([OH:15])=[CH:9][CH:8]=[N:7]3)=[CH:5][CH:6]=2)[CH:20]=[CH:21][CH:22]=[CH:23][CH:24]=1 |f:1.2|. Reported procedure: 5-(Biphenyl-3-ylaminomethylene)-2,2-dimethyl-[1,3]dioxane-4,6-dione (160.2 g, 496 mmol) was dissolved in 800 mL of DOWTHERM A heat transfer fluid at 100° C. and added over 40 min by way of a cannula line to 1.3 L of preheated DOWTHERM A heat transfer fluid to 215° C. After complete addition, the reaction was held at 215° C. for 90 min and then cooled to RT. The resulting solid was collected by filtration, sequentially washed with diethyl ether (1.7 L) and acetone (500 mL), and then dried in a va... Procedure details: 3-Mercapto-pyrazine-2-carboxylic acid methyl ester (0.35 g, 2.0 mmol) obtained in Step A and 2-iodopropane were reacted in the same manner as in Step A of Preparation Example 5 to obtain the title compound (0.267 g, 61%). The reactants are COC(=O)C1=NC=CN=C1S (3-mercapto-pyrazine-2-carboxylic acid methyl ester), IC(C)C (2-iodopropane). Yields the product COC(=O)C1=NC=CN=C1SC(C)C (3-isopropylsulfanyl-pyrazine-2-carboxylic acid methyl ester). Yield: 61.0%. RXN SMILES: [CH3:1][O:2][C:3]([C:5]1[C:10]([SH:11])=[N:9][CH:8]=[CH:7][N:6]=1)=[O:4].I[CH:13]([CH3:15])[CH3:14]>>[CH3:1][O:2][C:3]([C:5]1[C:10]([S:11][CH:13]([CH3:15])[CH3:14])=[N:9][CH:8]=[CH:7][N:6]=1)=[O:4].